Dataset: the Open Reaction Database (ORD), a public repository of structured organic reaction records. Task: describe an organic reaction: reactants, conditions, products, and yield Reactants: Cc1ccc(S(=O)(=O)O)cc1, Cc1ccccc1, CCCc1c(Cc2ccc(-c3ccccc3C#N)cc2F)c(=O)n(C2CCC(=O)CC2)c2ncnn12, CC(O)C1(CO)CCC1. The product is CCCc1c(Cc2ccc(-c3ccccc3C#N)cc2F)c(=O)n(C2CCC3(CC2)OCC2(CCC2)C(C)O3)c2ncnn12. As a reaction SMILES: [CH3:46][c:47]1[cH:48][cH:49][c:50]([S:51](=[O:52])(=[O:53])[OH:54])[cH:55][cH:56]1.[CH3:57][c:58]1[cH:59][cH:60][cH:61][cH:62][cH:63]1.[F:1][c:2]1[cH:3][c:4](-[c:29]2[c:30]([C:35]#[N:36])[cH:31][cH:32][cH:33][cH:34]2)[cH:5][cH:6][c:7]1[CH2:8][c:9]1[c:10](=[O:28])[n:11]([CH:21]2[CH2:22][CH2:23][C:24](=[O:27])[CH2:25][CH2:26]2)[c:12]2[n:13]([c:14]1[CH2:15][CH2:16][CH3:17])[n:18][cH:19][n:20]2.[OH:37][CH2:38][C:39]1([CH:43]([CH3:44])[OH:45])[CH2:40][CH2:41][CH2:42]1>>[F:1][c:2]1[cH:3][c:4](-[c:29]2[c:30]([C:35]#[N:36])[cH:31][cH:32][cH:33][cH:34]2)[cH:5][cH:6][c:7]1[CH2:8][c:9]1[c:10](=[O:28])[n:11]([CH:21]2[CH2:22][CH2:23][C:24]3([CH2:25][CH2:26]2)[O:27][CH:43]([CH3:44])[C:39]2([CH2:38][O:37]3)[CH2:40][CH2:41][CH2:42]2)[c:12]2[n:13]([c:14]1[CH2:15][CH2:16][CH3:17])[n:18][cH:19][n:20]2. Starting materials: O (water), O[C@@H](CC(=O)O)C ((R)-3-hydroxybutanoic acid), C1(=CC=CC=C1)CCC=O (3-phenylpropionaldehyde), C1(=CC=C(C=C1)S(=O)(=O)O)C.[NH+]1=CC=CC=C1 (pyridinium toluene-4-sulphonic acid). Solvent: ClCCl (dichloromethane). The product is C1(=CC=CC=C1)CC[C@@H]1O[C@@H](CC(O1)=O)C ((2R,6R)-2-(2'-phenylethyl)-6-methyl-1,3-dioxan-4-one). Yield: 63.5%. Reaction SMILES: [OH:1][C@H:2]([CH3:7])[CH2:3][C:4]([OH:6])=[O:5].[C:8]1([CH2:14][CH2:15][CH:16]=O)[CH:13]=[CH:12][CH:11]=[CH:10][CH:9]=1.C1(C)C=CC(S(O)(=O)=O)=CC=1.[NH+]1C=CC=CC=1.O>ClCCl>[C:8]1([CH2:14][CH2:15][C@H:16]2[O:5][C:4](=[O:6])[CH2:3][C@@H:2]([CH3:7])[O:1]2)[CH:13]=[CH:12][CH:11]=[CH:10][CH:9]=1 |f:2.3|. Reported procedure: A mixture of (R)-3-hydroxybutanoic acid (7.8 g), 3-phenylpropionaldehyde (6.71 g) and pyridinium toluene-4-sulphonic acid (ca. 10 mmol %) in dichloromethane (300 ml) was stirred, under reflux, for 48 hours with removal of water. The reaction mixture was cooled to room temperature, washed three times with saturated sodium bicarbonate, dried (MgSO4) and evaporated under reduced pressure. The residue was crystallised from ether/pentane to give (2R,6R)-2-(2'-phenylethyl)-6-methyl-1,3-dioxan-4-one (7... Starting materials: CCOC(=O)C (EtOAc), CCOC(=O)C (EtOAc), COC(CCC1=CC=C(C=C1)OCC(=O)OC(C)(C)C)=O (3-(4-tert-Butoxycarbonylmethoxy-phenyl)-propionic acid methyl ester), [OH-].[Li+] (lithium hydroxide), Cl (HCl). The solvent is C(Cl)Cl (CH2Cl2), C(Cl)Cl (CH2Cl2), C1CCOC1 (THF). Run at temperature 0 celsius, time 4.5 hour. Yields the product C(C)(C)(C)OC(=O)COC1=CC=C(C=C1)CCC(=O)O (3-(4-tert-Butoxycarbonylmethoxy-phenyl)-propionic acid). RXN SMILES: C[O:2][C:3](=[O:21])[CH2:4][CH2:5][C:6]1[CH:11]=[CH:10][C:9]([O:12][CH2:13][C:14]([O:16][C:17]([CH3:20])([CH3:19])[CH3:18])=[O:15])=[CH:8][CH:7]=1.[OH-].[Li+].Cl.CCOC(C)=O>C1COCC1.C(Cl)Cl>[C:17]([O:16][C:14]([CH2:13][O:12][C:9]1[CH:8]=[CH:7][C:6]([CH2:5][CH2:4][C:3]([OH:21])=[O:2])=[CH:11][CH:10]=1)=[O:15])([CH3:20])([CH3:18])[CH3:19] |f:1.2|. Procedure: To a solution of 3-(4-tert-Butoxycarbonylmethoxy-phenyl)-propionic acid methyl ester (2.70 g, 9.17 mmol) in THF (80 ml) is added 0.2N lithium hydroxide (45.9 ml, 9.17 mmol) at 0° C. and the reaction mixture is stirred at 0° C. for 4.5 hours. 1M HCl (15 ml) is added and the product is extracted using EtOAc (×3). The organic phase is dried (Na2SO4) and concentrated in vacuo to yield a white solid. Flash chromatography (SiO2, 10% EtOAc in CH2Cl2, then 20% EtOAc in CH2Cl2) yields 3-(4-tert-Butoxycar... Reactants: C(=O)(OC)CCCCCCC=1N=CSC1\C=C\C(CCCCC)O (4-(6-carbomethoxyhexyl)-5-(3-hydroxy-1-trans-octenyl)-thiazole), C(C)(=O)OC(C)=O (acetic anhydride). The solvent is O (water), N1=CC=CC=C1 (pyridine). Conditions: time 24 hour. Yields the product C(=O)(OC)CCCCCCC=1N=CSC1\C=C\C(CCCCC)OC(C)=O (4-(6-carbomethoxyhexyl)-5-(3-acetoxy-1-trans-octenyl)-thiazole). RXN SMILES: [C:1]([CH2:5][CH2:6][CH2:7][CH2:8][CH2:9][CH2:10][C:11]1[N:12]=[CH:13][S:14][C:15]=1/[CH:16]=[CH:17]/[CH:18]([OH:24])[CH2:19][CH2:20][CH2:21][CH2:22][CH3:23])([O:3][CH3:4])=[O:2].[C:25](OC(=O)C)(=[O:27])[CH3:26]>N1C=CC=CC=1.O>[C:1]([CH2:5][CH2:6][CH2:7][CH2:8][CH2:9][CH2:10][C:11]1[N:12]=[CH:13][S:14][C:15]=1/[CH:16]=[CH:17]/[CH:18]([O:24][C:25](=[O:27])[CH3:26])[CH2:19][CH2:20][CH2:21][CH2:22][CH3:23])([O:3][CH3:4])=[O:2]. Procedure: To the solution of 353 mg of 4-(6-carbomethoxyhexyl)-5-(3-hydroxy-1-trans-octenyl)-thiazole (Ic, R1 = H) in 4 ml of anhydrous pyridine, 1 ml of acetic anhydride was added. The reaction mixture was allowed to stand for 24 hours at room temperature, diluted with 50 ml of water and extracted with 3 × 15 ml of ethyl acetate. The ethyl acetate extract was washed with water, dried over sodium sulphate and evaporated under vacuum in vacuo. The obtained 390 mg of evaporation residue was purified by prep... The reactants are BrN1C(CCC1=O)=O (N-bromosuccinimide), BrC=1N=C(C=2N(C1)C=CN2)Br (6,8-Dibromo-imidazo[1,2-a]pyrazine). Solvent: ClCCl (dichloromethane), ClCCl (dichloromethane). Yields the product BrC1=CN=C2N1C=C(N=C2Br)Br (3,6,8-Tribromo-imidazo[1,2-a]pyrazine), solid. As a reaction SMILES: [Br:1]N1C(=O)CCC1=O.[Br:9][C:10]1[N:11]=[C:12]([Br:19])[C:13]2[N:14]([CH:16]=[CH:17][N:18]=2)[CH:15]=1>ClCCl>[Br:1][C:16]1[N:14]2[CH:15]=[C:10]([Br:9])[N:11]=[C:12]([Br:19])[C:13]2=[N:18][CH:17]=1. Procedure details: N-bromosuccinimide (1.81 g, 10.15 mmol) was added to a solution of 6,8-Dibromo-imidazo[1,2-a]pyrazine (2.0 g, 10.15 mmol) in dichloromethane (40 ml). The reaction was stirred at room temperature over night then diluted with dichloromethane (100 ml) and washed with saturated aqueous sodium hydrogen carbonate (2×50 ml) and brine (50 ml). The organic layer was dried (MgSO4), filtered and concentrated in vaccuo. The product, 3,6,8-Tribromo-imidazo[1,2-a]pyrazine was obtained as a pink solid (2.77 g)... Reactants: [N+](=O)([O-])C1=CC=CC=C1 (nitrobenzene), BrC=1C=C2N(CC3C[C@H]4N(C[C@H](C[C@@H]4C(C1)=C32)NC(N(CC)CC)=O)C)[Si](C)(C)C(C)(C)C (3-(13-bromo-1-tert-butyldimethylsilyl-2,3-dihydro-6-methyl-8α-ergolinyl)-1,1-diethylurea). Product: C(C)N(C(=O)N[C@@H]1CN([C@@H]2CC3CNC4=CC=C(C([C@H]2C1)=C34)O)C)CC (1,1-diethyl-3-(2,3-dihydro-12-hydroxy-6-methyl-8α-ergolinyl)urea). RXN SMILES: [N+](C1C=CC=CC=1)([O-])=[O:2].Br[C:11]1[CH:12]=[C:13]2[C:26]3[CH:16]([CH2:17][C@@H:18]4[C@@H:23]([C:24]=3[CH:25]=1)[CH2:22][C@H:21]([NH:27][C:28](=[O:34])[N:29]([CH2:32][CH3:33])[CH2:30][CH3:31])[CH2:20][N:19]4[CH3:35])[CH2:15][N:14]2[Si](C(C)(C)C)(C)C>>[CH2:32]([N:29]([CH2:30][CH3:31])[C:28]([NH:27][C@H:21]1[CH2:22][C@H:23]2[C@@H:18]([CH2:17][CH:16]3[C:26]4[C:13](=[CH:12][CH:11]=[C:25]([OH:2])[C:24]2=4)[NH:14][CH2:15]3)[N:19]([CH3:35])[CH2:20]1)=[O:34])[CH3:33]. Procedure details: With nitrobenzene and 3-(13-bromo-1-tert-butyldimethylsilyl-2,3-dihydro-6-methyl-8α-ergolinyl)-1,1-diethylurea: Starting materials: BrC=1C=CC(=C(C#N)C1)C(=O)N1CCN(CC1)C1=C(C=C(C=C1)C)C (5-bromo-2-[4-(2,4-dimethylphenyl)piperazine-1-carbonyl]benzonitrile), S1(NCCC1)(=O)=O (isothiazolidine 1,1-dioxide). The product is CC1=C(C=CC(=C1)C)N1CCN(CC1)C(=O)C1=C(C#N)C=C(C=C1)N1S(CCC1)(=O)=O (2-[4-(2,4-dimethylphenyl)piperazine-1-carbonyl]-5-(1,1-dioxo-1λ6-isothiazolidin-2-yl)benzonitrile). Isolated yield 91.8%. Reaction SMILES: Br[C:2]1[CH:3]=[CH:4][C:5]([C:10]([N:12]2[CH2:17][CH2:16][N:15]([C:18]3[CH:23]=[CH:22][C:21]([CH3:24])=[CH:20][C:19]=3[CH3:25])[CH2:14][CH2:13]2)=[O:11])=[C:6]([CH:9]=1)[C:7]#[N:8].[S:26]1(=[O:32])(=[O:31])[CH2:30][CH2:29][CH2:28][NH:27]1>>[CH3:25][C:19]1[CH:20]=[C:21]([CH3:24])[CH:22]=[CH:23][C:18]=1[N:15]1[CH2:16][CH2:17][N:12]([C:10]([C:5]2[CH:4]=[CH:3][C:2]([N:27]3[CH2:28][CH2:29][CH2:30][S:26]3(=[O:32])=[O:31])=[CH:9][C:6]=2[C:7]#[N:8])=[O:11])[CH2:13][CH2:14]1. Reported procedure: Using 5-bromo-2-[4-(2,4-dimethylphenyl)piperazine-1-carbonyl]benzonitrile (797 mg) described in Preparation Example 188 and isothiazolidine 1,1-dioxide (315 mg) and by the reaction and treatment in the same manner as in Example 262, the title compound (806 mg) was obtained. The reactants are ClC1=C(C#N)C=CC(=C1)Cl (2,4-Dichlorobenzonitrile), C1(=CC=CC=C1)[O-].[Na+] (sodium phenolate). Run in CS(=O)C (DMSO). Product: O(C1=CC=CC=C1)C1=C(C#N)C=CC(=C1)OC1=CC=CC=C1 (2,4-Diphenoxybenzonitrile). Reaction SMILES: Cl[C:2]1[CH:9]=[C:8](Cl)[CH:7]=[CH:6][C:3]=1[C:4]#[N:5].[C:11]1([O-:17])[CH:16]=[CH:15][CH:14]=[CH:13][CH:12]=1.[Na+]>CS(C)=O>[O:17]([C:2]1[CH:9]=[C:8]([O:17][C:11]2[CH:16]=[CH:15][CH:14]=[CH:13][CH:12]=2)[CH:7]=[CH:6][C:3]=1[C:4]#[N:5])[C:11]1[CH:16]=[CH:15][CH:14]=[CH:13][CH:12]=1 |f:1.2|. Reported procedure: 2,4-Dichlorobenzonitrile (12.04 g, 0.07 mole) was treated with 17.8 g sodium phenolate (0.155 mole) in 100 ml DMSO at 100°-110°C during 48 hours under nitrogen and stirring. Then, the DMSO was evaporated and the residue was dissolved in ether. The ether solution was then washed with water. After evaporation of the ether, the product was recrystallized from MeOH. Yield 11.5 g; mp 85°-86°C. Starting materials: [BH4-], CCO, O=Cc1ccc(F)cc1, Nc1cc2c(cc1F)CC(=O)N2, [Na+], O. Product: O=C1Cc2cc(F)c(NCc3ccc(F)cc3)cc2N1. Reaction SMILES: [BH4-:22].[CH3:25][CH2:26][OH:27].[F:13][c:14]1[cH:15][cH:16][c:17]([CH:18]=[O:19])[cH:20][cH:21]1.[NH2:1][c:2]1[c:3]([F:12])[cH:4][c:5]2[c:9]([cH:10]1)[NH:8][C:7](=[O:11])[CH2:6]2.[Na+:23].[OH2:24]>>[NH:1]([c:2]1[c:3]([F:12])[cH:4][c:5]2[c:9]([cH:10]1)[NH:8][C:7](=[O:11])[CH2:6]2)[CH2:18][c:17]1[cH:16][cH:15][c:14]([F:13])[cH:21][cH:20]1.